The task is: describe an organic reaction: reactants, conditions, products, and yield. This data is from the Open Reaction Database (ORD), a public repository of structured organic reaction records. Reactants: ClCCl, COc1ccc(-c2ccc(C(=O)O)cc2)cc1OCCCCc1ccccc1, CCOC(C)=O, CN(C)C=O, O, O=S(Cl)Cl. Product: COc1ccc(-c2ccc(C(N)=O)cc2)cc1OCCCCc1ccccc1. RXN SMILES: [CH2:38]([Cl:39])[Cl:40].[CH3:1][O:2][c:3]1[c:4]([O:18][CH2:19][CH2:20][CH2:21][CH2:22][c:23]2[cH:24][cH:25][cH:26][cH:27][cH:28]2)[cH:5][c:6](-[c:9]2[cH:10][cH:11][c:12]([C:13](=[O:14])[OH:15])[cH:16][cH:17]2)[cH:7][cH:8]1.[CH3:41][CH2:42][O:43][C:44](=[O:45])[CH3:46].[O:33]=[CH:34][N:35]([CH3:36])[CH3:37].[OH2:47].[S:29]([Cl:30])([Cl:31])=[O:32]>>[CH3:1][O:2][c:3]1[c:4]([O:18][CH2:19][CH2:20][CH2:21][CH2:22][c:23]2[cH:24][cH:25][cH:26][cH:27][cH:28]2)[cH:5][c:6](-[c:9]2[cH:10][cH:11][c:12]([C:13](=[O:14])[NH2:35])[cH:16][cH:17]2)[cH:7][cH:8]1. Starting materials: CCOC(=O)C1OC1C(=O)O, COC(c1ccccc1)C(N)CC(C)C. Product: CCOC(=O)C1OC1C(=O)NC(CC(C)C)C(OC)c1ccccc1. As a reaction SMILES: [CH2:1]([CH3:2])[O:3][C:4](=[O:5])[CH:6]1[CH:7]([C:9](=[O:10])[OH:11])[O:8]1.[CH3:12][O:13][CH:14]([c:15]1[cH:16][cH:17][cH:18][cH:19][cH:20]1)[CH:21]([CH2:22][CH:23]([CH3:24])[CH3:25])[NH2:26]>>[CH2:1]([CH3:2])[O:3][C:4](=[O:5])[CH:6]1[CH:7]([C:9](=[O:11])[NH:26][CH:21]([CH:14]([O:13][CH3:12])[c:15]2[cH:16][cH:17][cH:18][cH:19][cH:20]2)[CH2:22][CH:23]([CH3:24])[CH3:25])[O:8]1. The reactants are C1(CC1)C=1C(=NC=C(C1)C1CC1)N1CCN(CC1)C(=O)C1=CC=C(C=C1)I ([4-(3,5-dicyclopropylpyridin-2-yl)piperazin-1-yl](4-iodophenyl)methanone), COC(N)=O (carbamic acid methyl ester). The product is COC(NC1=CC=C(C=C1)C(=O)N1CCN(CC1)C1=NC=C(C=C1C1CC1)C1CC1)=O ({4-[4-(3,5-dicyclopropylpyridin-2-yl)piperazine-1-carbonyl]phenyl}carbamic acid methyl ester). Yield: 38.3%. Reaction SMILES: [CH:1]1([C:4]2[C:5]([N:13]3[CH2:18][CH2:17][N:16]([C:19]([C:21]4[CH:26]=[CH:25][C:24](I)=[CH:23][CH:22]=4)=[O:20])[CH2:15][CH2:14]3)=[N:6][CH:7]=[C:8]([CH:10]3[CH2:12][CH2:11]3)[CH:9]=2)[CH2:3][CH2:2]1.[CH3:28][O:29][C:30](=[O:32])[NH2:31]>>[CH3:28][O:29][C:30](=[O:32])[NH:31][C:24]1[CH:23]=[CH:22][C:21]([C:19]([N:16]2[CH2:15][CH2:14][N:13]([C:5]3[C:4]([CH:1]4[CH2:2][CH2:3]4)=[CH:9][C:8]([CH:10]4[CH2:12][CH2:11]4)=[CH:7][N:6]=3)[CH2:18][CH2:17]2)=[O:20])=[CH:26][CH:25]=1. Reported procedure: Using [4-(3,5-dicyclopropylpyridin-2-yl)piperazin-1-yl](4-iodophenyl)methanone (473 mg) described in Preparation Example 186 and carbamic acid methyl ester (113 mg) and by the reaction and treatment in the same manner as in Example 262, the title compound (161 mg) was obtained. Reactants: C1=COCC1, CN(C)C=O, O=c1[nH]cc(F)c(=O)[nH]1, NCC(=O)O. Product: O=c1[nH]c(=O)n(C2CCCO2)cc1F. As a reaction SMILES: [CH2:15]1[CH2:16][CH:17]=[CH:18][O:19]1.[CH3:20][N:21]([CH3:22])[CH:23]=[O:24].[F:1][c:2]1[c:3](=[O:9])[nH:4][c:5](=[O:8])[nH:6][cH:7]1.[NH2:10][CH2:11][C:12]([OH:13])=[O:14]>>[F:1][c:2]1[c:3](=[O:9])[nH:4][c:5](=[O:8])[n:6]([CH:18]2[CH2:17][CH2:16][CH2:15][O:19]2)[cH:7]1.